From a dataset of the Open Reaction Database (ORD), a public repository of structured organic reaction records. describe an organic reaction: reactants, conditions, products, and yield As a reaction SMILES: [CH3:1][O:2][C:3]1[C:4]([O:46][CH3:47])=[C:5]([CH:43]=[CH:44][CH:45]=1)[C:6]([O:19][CH2:20][C@H:21]1[O:25][C@@H:24]([N:26]2[CH:33]=[CH:32][C:30](=[O:31])[NH:29][C:27]2=[O:28])[C@H:23]([O:34][NH:35][CH2:36][CH2:37][CH2:38][CH2:39][CH2:40][CH3:41])[C@@H:22]1[OH:42])([C:13]1[CH:18]=[CH:17][CH:16]=[CH:15][CH:14]=1)[C:7]1[CH:12]=[CH:11][CH:10]=[CH:9][CH:8]=1.[N+:48]([C:51]1[CH:56]=[C:55]([N+:57]([O-:59])=[O:58])[CH:54]=[CH:53][C:52]=1F)([O-:50])=[O:49]>CO>[CH3:1][O:2][C:3]1[C:4]([O:46][CH3:47])=[C:5]([CH:43]=[CH:44][CH:45]=1)[C:6]([O:19][CH2:20][C@H:21]1[O:25][C@@H:24]([N:26]2[CH:33]=[CH:32][C:30](=[O:31])[NH:29][C:27]2=[O:28])[C@H:23]([O:34][N:35]([CH2:36][CH2:37][CH2:38][CH2:39][CH2:40][CH3:41])[C:52]2[CH:53]=[CH:54][C:55]([N+:57]([O-:59])=[O:58])=[CH:56][C:51]=2[N+:48]([O-:50])=[O:49])[C@@H:22]1[OH:42])([C:7]1[CH:8]=[CH:9][CH:10]=[CH:11][CH:12]=1)[C:13]1[CH:18]=[CH:17][CH:16]=[CH:15][CH:14]=1. The reactants are [N+](=O)([O-])C1=C(C=CC(=C1)[N+](=O)[O-])F (DNFB), COC=1C(=C(C(C2=CC=CC=C2)(C2=CC=CC=C2)OC[C@@H]2[C@H]([C@H]([C@@H](O2)N2C(=O)NC(=O)C=C2)ONCCCCCC)O)C=CC1)OC (5′-O-(dimethoxytrityl)-2′-O-(hexylamino)uridine), [N+](=O)([O-])C1=C(C=CC(=C1)[N+](=O)[O-])F (DNFB), [N+](=O)([O-])C1=C(C=CC(=C1)[N+](=O)[O-])F (2,4-Dinitrofluorobenzene). The solvent is CO (methanol). Procedure: 5′-O-(dimethoxytrityl)-2′-O-(hexylamino)uridine (0.88 grams, 1.37 mmol) was dissolved in methanol (20 mL). 2,4-Dinitrofluorobenzene (DNFB, 0.25 grams, 1.37 mmol) was added and the mixture shaken on a mechanical shaker. The reaction was monitored by TLC. After 90 minutes, another 0.25 grams of DNFB was added and the reaction mixture shaken an additional 30 minutes, followed by addition of another 0.25 grams of DNFB. After shaking 2.5 hours, the mixture was concentrated in vacuo and chromatographe... Run at time 90 minute. Yields the product COC=1C(=C(C(C2=CC=CC=C2)(C2=CC=CC=C2)OC[C@@H]2[C@H]([C@H]([C@@H](O2)N2C(=O)NC(=O)C=C2)ON(C2=C(C=C(C=C2)[N+](=O)[O-])[N+](=O)[O-])CCCCCC)O)C=CC1)OC (5′-O-(dimethoxytrityl)-2′-O-[hexyl-N-(2,4-dinitrophenyl)amino]uridine). Starting materials: C(C1=CC=CC=C1)OC(=O)C1N(C2CCCCC2C1)C([C@@H](NC(=O)OC(C)(C)C)C)=O (N-tertiary-Butyloxycarbonyl-alanyl-octahydroindole-2-carboxylic acid benzyl ester), FC(C(=O)O)(F)F (trifluoroacetic acid). Product: FC(C(=O)O)(F)F.C(C1=CC=CC=C1)OC(=O)C1N(C2CCCCC2C1)C([C@@H](N)C)=O (Alanyloctahydroindol-2-carboxylic acid benzyl ester trifluoroacetate). As a reaction SMILES: [CH2:1]([O:8][C:9]([CH:11]1[CH2:19][CH:18]2[CH:13]([CH2:14][CH2:15][CH2:16][CH2:17]2)[N:12]1[C:20](=[O:31])[C@H:21]([CH3:30])[NH:22]C(OC(C)(C)C)=O)=[O:10])[C:2]1[CH:7]=[CH:6][CH:5]=[CH:4][CH:3]=1.[F:32][C:33]([F:38])([F:37])[C:34]([OH:36])=[O:35]>>[F:32][C:33]([F:38])([F:37])[C:34]([OH:36])=[O:35].[CH2:1]([O:8][C:9]([CH:11]1[CH2:19][CH:18]2[CH:13]([CH2:14][CH2:15][CH2:16][CH2:17]2)[N:12]1[C:20](=[O:31])[C@H:21]([CH3:30])[NH2:22])=[O:10])[C:2]1[CH:7]=[CH:6][CH:5]=[CH:4][CH:3]=1 |f:2.3|. Reported procedure: 21.5 g of Boc-Ala-Oic-OBzl are dissolved in 50 ml of trifluoroacetic acid. The solution is concentrated in vacuo, and the residue is digested several times with diisopropyl ether and is dried in vacuo. Yield: 21 g. The proton signal for the tertiary-butyl group is completely absent in the NMR spectrum.